From a dataset of the Open Reaction Database (ORD), a public repository of structured organic reaction records. describe an organic reaction: reactants, conditions, products, and yield Reactants: peroxide, BrN1C(CCC1=O)=O (N-bromo-succinimide), alcoholates, ( X ), ( II ), benzyl, C(#N)C=1C=CC2=C(C(CC(O2)(C)C)Br)C1 (6-cyano-3,4-dihydro-2,2-dimethyl-4-bromo-2H-1-benzopyran). The solvent is haloalkanes. The product is C(#N)C=1C=CC2=C(C=CC(O2)(C)C)C1 (6-cyano-2,2-dimethyl-2H-1-benzopyran), ( III ). Reaction SMILES: BrN1C(=O)CCC1=O.[C:9]([C:11]1[CH:12]=[CH:13][C:14]2[O:19][C:18]([CH3:21])([CH3:20])[CH2:17][CH:16](Br)[C:15]=2[CH:23]=1)#[N:10]>>[C:9]([C:11]1[CH:12]=[CH:13][C:14]2[O:19][C:18]([CH3:20])([CH3:21])[CH:17]=[CH:16][C:15]=2[CH:23]=1)#[N:10]. Procedure: The compound of the formula (II) is brominated in the benzyl position by N-bromo-succinimide in haloalkanes in the presence of a trace of peroxide and 6-cyano-3,4-dihydro-2,2-dimethyl-4-bromo-2H-1-benzopyran of the formula (X) ##STR12## is almost quantitatively formed and this can be similarly with almost quantitative yield dehydrobrominated with alkali alcoholates to produce 6-cyano-2,2-dimethyl-2H-1-benzopyran of the formula (III). The reactants are [OH-].[Na+] (sodium hydroxide), C(#N)[BH3-].[Na+] (sodium cyanoborohydride), C(C)(C)C=1NC2=CC=CC=C2C1 (2-isopropylindole), O (water). Run in C(C)(=O)O (acetic acid). Run at temperature 15 celsius, time 2 hour. Product: C(C)(C)C1NC2=CC=CC=C2C1 ((±)-2-isopropylindoline). Yield: 79.0%. RXN SMILES: C([BH3-])#N.[Na+].[CH:5]([C:8]1[NH:9][C:10]2[C:15]([CH:16]=1)=[CH:14][CH:13]=[CH:12][CH:11]=2)([CH3:7])[CH3:6].O.[OH-].[Na+]>C(O)(=O)C>[CH:5]([CH:8]1[CH2:16][C:15]2[C:10](=[CH:11][CH:12]=[CH:13][CH:14]=2)[NH:9]1)([CH3:7])[CH3:6] |f:0.1,4.5|. Procedure: 4.65 g of sodium cyanoborohydride are gradually added to a solution of 5.0 g of 2-isopropylindole in 50 ml of acetic acid under argon cooled to a temperature of about 15° C. The reaction mixture is stirred at a temperature of about 15° C. for 2 hours and is then treated with 25 ml of water. It is then cooled to a temperature of about 5° C. and alkalinized by gradual addition of powdered sodium hydroxide. The reaction mixture is allowed to warm up to ambient temperature and is then stirred for 16...